This data is from the Open Reaction Database (ORD), a public repository of structured organic reaction records. The task is: describe an organic reaction: reactants, conditions, products, and yield Starting materials: C(CCC)[Li] (n-butyllithium), ClN1C(CCC1=O)=O (N-chlorosuccinimide), CC(C)(C)NS(=O)(=O)C1=CN(C=C1)C (N-(1,1-dimethylethyl)-1-methyl-1H-pyrrole-3-sulfonamide), O1CCCC1 (tetrahydrofuran), dimethylimine, S(=O)=O (sulfur dioxide). Run in hexanes. Conditions: time 1 hour. Yields the product CC(C)(C)C=1C(=C(N(C1)C)S(=O)(=O)N(C)C)S(=O)(=O)N ((1,1-Dimethylethyl)-N2,N2,1-trimethyl-1H-pyrrole-2,3-disulfonamide). RXN SMILES: CC([NH:5][S:6]([C:9]1[CH:13]=[CH:12][N:11]([CH3:14])[CH:10]=1)(=[O:8])=[O:7])(C)C.C([Li])[CH2:16][CH2:17][CH3:18].[S:20](=[O:22])=[O:21].Cl[N:24]1[C:28](=O)CC[C:25]1=O.O1CCC[CH2:32]1>>[CH3:32][C:17]([C:13]1[C:9]([S:6]([NH2:5])(=[O:7])=[O:8])=[C:10]([S:20]([N:24]([CH3:28])[CH3:25])(=[O:22])=[O:21])[N:11]([CH3:14])[CH:12]=1)([CH3:16])[CH3:18]. Reported procedure: A solution of 6.48 g (30 mmol) of N-(1,1-dimethylethyl)-1-methyl-1H-pyrrole-3-sulfonamide in 150 mL of anhydrous tetrahydrofuran (THF) under nitrogen atmosphere was cooled to -78° C. The colorless reaction was treated with 61.5 mmol of 2.38M n-butyllithium in hexanes dropwise at such a rate as to keep the temperature below -65° C. After ca. 1 hour at -78° C., liquified sulfur dioxide was added (180 mmol). The amber solution was warmed to room temperature and stirred for ca. 1 hour. The THF was r... Reactants: C(C)(=O)OCC (ethyl acetate), C1NCCCC2=C1C=CC(=C2)OC2=NC=C(C(=O)N)C=C2 (6-(2,3,4,5-tetrahydro-1H-benzo[c]azepin-7-yloxy)nicotinamide), C(=O)([O-])[O-].[K+].[K+] (K2CO3), BrCCCCCCC (1-bromoheptane). Run in CN(C)C=O (DMF). Reaction conditions: temperature 50 celsius. The product is C(CCCCCC)N1CC2=C(CCC1)C=C(C=C2)OC2=NC=C(C(=O)N)C=C2 (6-(2-Heptyl-2,3,4,5-tetrahydro-1H-benzo[c]azepin-7-yloxy)nicotinamide). As a reaction SMILES: [CH2:1]1[C:7]2[CH:8]=[CH:9][C:10]([O:12][C:13]3[CH:21]=[CH:20][C:16]([C:17]([NH2:19])=[O:18])=[CH:15][N:14]=3)=[CH:11][C:6]=2[CH2:5][CH2:4][CH2:3][NH:2]1.C([O-])([O-])=O.[K+].[K+].Br[CH2:29][CH2:30][CH2:31][CH2:32][CH2:33][CH2:34][CH3:35].C(OCC)(=O)C>CN(C=O)C>[CH2:29]([N:2]1[CH2:3][CH2:4][CH2:5][C:6]2[CH:11]=[C:10]([O:12][C:13]3[CH:21]=[CH:20][C:16]([C:17]([NH2:19])=[O:18])=[CH:15][N:14]=3)[CH:9]=[CH:8][C:7]=2[CH2:1]1)[CH2:30][CH2:31][CH2:32][CH2:33][CH2:34][CH3:35] |f:1.2.3|. Reported procedure: Mix 6-(2,3,4,5-tetrahydro-1H-benzo[c]azepin-7-yloxy)nicotinamide (Example 447, Part E, 0.300 g, 1.06 mmol), K2CO3 (0.366 g, 2.65 mmol), and 1-bromoheptane (0.199 g, 1.11 mmol) in DMF (5.3 mL). Heat at 50° C. overnight, then increase the temperature to 80° C. for 3.5 hours. Cool the reaction mixture to room temperature and add ethyl acetate (100 mL). Wash with water (1×30 mL), brine (1×30 mL), dry the organic layer over Na2SO4, filter and concentrate. Purify by flash chromatography eluting with 6... The reactants are COC(=O)C=1C=C2C=C(C=NC2=CC1)OC1=C(C=C(C=C1Cl)[N+](=O)[O-])Cl (3-(2,6-Dichloro-4-nitro-phenoxy)-quinoline-6-carboxylic Acid Methyl Ester), [NH4+].[Cl-] (NH4Cl). The reagents and catalysts are [Fe] (iron). Run in CCO.C1CCOC1.O (EtOH THF water). The product is COC(=O)C=1C=C2C=C(C=NC2=CC1)OC1=C(C=C(C=C1Cl)N)Cl (3-(4-Amino-2,6-dichloro-phenoxy)-quinoline-6-carboxylic Acid Methyl Ester). Yield: 110.1%. Reaction SMILES: [CH3:1][O:2][C:3]([C:5]1[CH:6]=[C:7]2[C:12](=[CH:13][CH:14]=1)[N:11]=[CH:10][C:9]([O:15][C:16]1[C:21]([Cl:22])=[CH:20][C:19]([N+:23]([O-])=O)=[CH:18][C:17]=1[Cl:26])=[CH:8]2)=[O:4].[NH4+].[Cl-]>CCO.C1COCC1.O.[Fe]>[CH3:1][O:2][C:3]([C:5]1[CH:6]=[C:7]2[C:12](=[CH:13][CH:14]=1)[N:11]=[CH:10][C:9]([O:15][C:16]1[C:17]([Cl:26])=[CH:18][C:19]([NH2:23])=[CH:20][C:21]=1[Cl:22])=[CH:8]2)=[O:4] |f:1.2,3.4.5|. Reported procedure: To a solution of 3-(2,6-dichloro-4-nitro-phenoxy)-quinoline-6-carboxylic acid methyl ester (95) (0.93 mmol) and NH4Cl (283 mg, 5.3 mmol) in EtOH/THF/water (8 mL/16 mL/1 mL )was added iron powder (296 mg, 5.3 mmol). The reaction mixture was refluxed for 4 h. Insoluble materials were removed by Celite pad, which was washed by THF, acetone and then EtOH. The filtrate was concentrated, and sat NaHCO3 was added and extracted twice with AcOEt. Organic layer was washed by brine, dried over anhydrous Mg...